From a dataset of the Open Reaction Database (ORD), a public repository of structured organic reaction records. describe an organic reaction: reactants, conditions, products, and yield Starting materials: CNC(=O)CN1CCN(Cc2ccccc2)CC1, CCO. Product: CNC(=O)CN1CCNCC1. As a reaction SMILES: [CH2:1]([c:2]1[cH:3][cH:4][cH:5][cH:6][cH:7]1)[N:8]1[CH2:9][CH2:10][N:11]([CH2:14][C:15](=[O:16])[NH:17][CH3:18])[CH2:12][CH2:13]1.[CH3:19][CH2:20][OH:21]>>[NH:8]1[CH2:9][CH2:10][N:11]([CH2:14][C:15](=[O:16])[NH:17][CH3:18])[CH2:12][CH2:13]1. Yield: 96.3%. Starting materials: ClCCCl (1,2-dichloroethane), CC(C)CC(CO)O (polyethylene glycol dimethyl ether), C([O-])([O-])=O.[K+].[K+] (potassium carbonate), C(CC(=O)OC)(=O)OC (dimethyl malonate), ClCCCl (1,2-dichloroethane). Product: C1(CC1)(C(=O)OC)C(=O)OC (Dimethyl 1,1-cyclopropanedicarboxylate). Run in O (Water). Reagents/catalysts: [Br-].C(CCC)[N+](CCCC)(CCCC)CCCC (tetrabutylammonium bromide). As a reaction SMILES: Cl[CH2:2][CH2:3]Cl.CC(CC(O)CO)C.C(=O)([O-])[O-].[K+].[K+].[C:19]([O:26][CH3:27])(=[O:25])[CH2:20][C:21]([O:23][CH3:24])=[O:22]>[Br-].C([N+](CCCC)(CCCC)CCCC)CCC.O>[C:20]1([C:19]([O:26][CH3:27])=[O:25])([C:21]([O:23][CH3:24])=[O:22])[CH2:3][CH2:2]1 |f:2.3.4,6.7|. Procedure: 450.3 g of 1,2-dichloroethane (4.55 mol), 15.5 g of polyethylene glycol dimethyl ether (mean molar mass 250 g/mol) and 168.0 g of potassium carbonate (1.2 mol) were initially introduced, and the reaction mixture was heated until the 1,2-dichloroethane refluxes. 118.9 g of dimethyl malonate (0.9 mol) and 1.25 g of tetrabutylammonium bromide (3.88 mmol) were then added at the boil. The mixture was stirred using a finely dispersing stirrer (Ultra Turrax) for 6 hours. Water formed during the reactio...